Dataset: the Open Reaction Database (ORD), a public repository of structured organic reaction records. Task: describe an organic reaction: reactants, conditions, products, and yield The reactants are ONC(C(C)C)=N (N-hydroxy-isobutyramidine), C(C)(C)(C)OC(=O)NCCC(=O)OC (methyl 3-tert-butoxycarbonylamino-propionate), O (water), [H-].[Na+] (sodium hydride). The solvent is CN(C=O)C (dimethylformamide), CN(C=O)C (dimethylformamide). Conditions: temperature 50 celsius, time 0.1 hour. The product is C(C)(C)C1=NOC(=N1)CCNC(OC(C)(C)C)=O (tert-butyl [2-(3-isopropyl-[1,2,4]oxadiazol-5-yl)-ethyl]-carbamate). RXN SMILES: [OH:1][NH:2][C:3](=[NH:7])[CH:4]([CH3:6])[CH3:5].[H-].[Na+].[C:10]([O:14][C:15]([NH:17][CH2:18][CH2:19][C:20](OC)=O)=[O:16])([CH3:13])([CH3:12])[CH3:11].O>CN(C)C=O>[CH:4]([C:3]1[N:7]=[C:20]([CH2:19][CH2:18][NH:17][C:15](=[O:16])[O:14][C:10]([CH3:13])([CH3:12])[CH3:11])[O:1][N:2]=1)([CH3:6])[CH3:5] |f:1.2|. Procedure details: 2.20 g (21.54 mmol) N-hydroxy-isobutyramidine are placed in 10 ml dimethylformamide and molecular sieve. 0.948 g (23.69 mmol) sodium hydride (60% in mineral oil) are added. The mixture is stirred for 0.1 hours at 50° C., then 6.20 g (30.51 mmol) methyl 3-tert-butoxycarbonylamino-propionate in 20 ml dimethylformamide are added. The reaction mixture is stirred for 3 hours at 50° C. After cooling 15 ml of water are added and the mixture is suction filtered through Celite. The 2 phases of the filtra... The reactants are Cl.Cl.FC=1C=C(N)C=C(C1O[C@H]1COCC1)CNC ((R)-3-Fluoro-5-((methylamino)methyl)-4-((tetrahydrofuran-3-yl)oxy)aniline dihydrochloride), CCN(C(C)C)C(C)C (DIEA), C(C1=CC=CC=C1)OC(=O)ON1C(CCC1=O)=O (N-(benzyloxycarbonyloxy) succinimide). The solvent is CN(C)C=O (DMF). Procedure details: To 38B (200 mg, 0.639 mmol) and DIEA (0.445 ml, 2.55 mmol) in DMF (10 mL), was added N-(benzyloxycarbonyloxy) succinimide (167 mg, 0.671 mmol). The mixture was stirred at rt for 1 h, then quenched with H2O. The mixture was extracted with EtOAc (3×) and the organic layer was washed with 1N HCl, sat. NaHCO3, brine, and dried over Na2SO4. The crude was purified by flash column chromatography (0-60% EtOAc/hexanes) to give 38C (182 mg, 0.486 mmol, 76% yield). MS (ESI) m/z: 375.3 (M+H)+. The yield is 76.1%. Yields the product Cl.NC=1C=C(C(=C(CN(C(OCC2=CC=CC=C2)=O)C)C1)O[C@H]1COCC1)F ((R)-Benzyl 5-amino-3-fluoro-2-((tetrahydrofuran-3-yl)oxy)benzyl(methyl)carbamate hydrochloride). As a reaction SMILES: [ClH:1].Cl.[F:3][C:4]1[CH:5]=[C:6]([CH:8]=[C:9]([CH2:17][NH:18][CH3:19])[C:10]=1[O:11][C@@H:12]1[CH2:16][CH2:15][O:14][CH2:13]1)[NH2:7].CCN(C(C)C)C(C)C.[CH2:29]([O:36][C:37]([O:39]N1C(=O)CCC1=O)=O)[C:30]1[CH:35]=[CH:34][CH:33]=[CH:32][CH:31]=1>CN(C=O)C>[ClH:1].[NH2:7][C:6]1[CH:5]=[C:4]([F:3])[C:10]([O:11][C@@H:12]2[CH2:16][CH2:15][O:14][CH2:13]2)=[C:9]([CH:8]=1)[CH2:17][N:18]([CH3:19])[C:37](=[O:39])[O:36][CH2:29][C:30]1[CH:31]=[CH:32][CH:33]=[CH:34][CH:35]=1 |f:0.1.2,6.7|. Reaction conditions: time 1 hour. Starting materials: CC1(OCC(NC2=C1C=C(C=C2)C2=CC=C(N2)C#N)=O)C=2SC=CC2 (5-[5-methyl-2-oxo-5-(2-thienyl)-1,2,3,5-tetrahydro-4,1-benzoxazepin-7-yl]-1H-pyrrole-2-carbonitrile), C([O-])([O-])=O.[K+].[K+] (potassium carbonate), IC (iodomethane), C(C)(=O)OCC (Ethyl acetate). Solvent: CN(C)C=O (DMF), [Cl-].[Na+].O (brine). Reaction conditions: time 2 hour. Yields the product CN1C(=CC=C1C=1C=CC2=C(C(OCC(N2)=O)(C=2SC=CC2)C)C1)C#N (1-Methyl-5-[5-methyl-2-oxo-5-(2-thienyl)-1,2,3,5-tetrahydro-4,1-benzoxazepin-7-yl]-1H-pyrrole-2-carbonitrile). Yield: 21.8%. As a reaction SMILES: [CH3:1][C:2]1([C:21]2[S:22][CH:23]=[CH:24][CH:25]=2)[C:8]2[CH:9]=[C:10]([C:13]3[NH:17][C:16]([C:18]#[N:19])=[CH:15][CH:14]=3)[CH:11]=[CH:12][C:7]=2[NH:6][C:5](=[O:20])[CH2:4][O:3]1.[C:26](=O)([O-])[O-].[K+].[K+].IC.C(OCC)(=O)C>CN(C=O)C.[Cl-].[Na+].O>[CH3:26][N:17]1[C:13]([C:10]2[CH:11]=[CH:12][C:7]3[NH:6][C:5](=[O:20])[CH2:4][O:3][C:2]([CH3:1])([C:21]4[S:22][CH:23]=[CH:24][CH:25]=4)[C:8]=3[CH:9]=2)=[CH:14][CH:15]=[C:16]1[C:18]#[N:19] |f:1.2.3,7.8.9|. Procedure: To a solution of 5-[5-methyl-2-oxo-5-(2-thienyl)-1,2,3,5-tetrahydro-4,1-benzoxazepin-7-yl]-1H-pyrrole-2-carbonitrile (0.1 g, 0.29 mmol) in anhydrous DMF (5 mL) at rt under nitrogen was added potassium carbonate (1 g, 7.23 mmol) and iodomethane (0.5 mL, 8 mmol). The reaction mixture was stirred for 2 h and treated with brine (30 mL). Ethyl acetate (50 mL) was added and organic layer separated, dried (Mg2SO4), and concentrated. The residue was purified by a flash chromatography on a silica gel col... Reactants: NC1=CC(CC1)=O (3-amino-2-cyclopenten-1-one), ClC=1C=C(C=O)C=CC1F (3-chloro-4-fluorobenzaldehyde), C(C1=CC=CC=C1)N1CC(CC(C1)=O)=O (N-benzylpiperidine-3,5-dione). Run in C(C)O (ethanol). Yields the product C(C1=CC=CC=C1)N1CC(C=2C(C3=C(NC2C1)CCC3=O)C3=CC(=C(C=C3)F)Cl)=O (2-benzyl-5-(3-chloro-4-fluorophenyl)-2,3,5,7,8,9-hexahydro-1H-cyclopenta[b][1,7]naphthyridine-4,6-dione). Isolated yield 53.2%. RXN SMILES: [NH2:1][C:2]1[CH2:6][CH2:5][C:4](=[O:7])[CH:3]=1.[Cl:8][C:9]1[CH:10]=[C:11]([CH:14]=[CH:15][C:16]=1[F:17])[CH:12]=O.[CH2:18]([N:25]1[CH2:30][C:29](=O)[CH2:28][C:27](=[O:32])[CH2:26]1)[C:19]1[CH:24]=[CH:23][CH:22]=[CH:21][CH:20]=1>C(O)C>[CH2:18]([N:25]1[CH2:30][C:29]2[NH:1][C:2]3[CH2:6][CH2:5][C:4](=[O:7])[C:3]=3[CH:12]([C:11]3[CH:14]=[CH:15][C:16]([F:17])=[C:9]([Cl:8])[CH:10]=3)[C:28]=2[C:27](=[O:32])[CH2:26]1)[C:19]1[CH:20]=[CH:21][CH:22]=[CH:23][CH:24]=1. Procedure details: A mixture of 3-amino-2-cyclopenten-1-one (Kikani, B. B., Synthesis, (1991), 2, 176) (0.78 g, 8 mmol), 3-chloro-4-fluorobenzaldehyde(1.12 g, 8 mmol), and N-benzylpiperidine-3,5-dione (Ziegler, J. Amer. Chem. Soc. (1973), 95, 7458-7464) (1.78 g, 8 mmol) in ethanol (8 mL) was processed as in Example 5A to provide 1.8 g of the title compound. Starting materials: [BH4-], COc1ccccc1C=O, CO, NCCc1ccc(Oc2ccc(C(N)=O)cn2)cc1, [Na+]. Yields the product COc1ccccc1CNCCc1ccc(Oc2ccc(C(N)=O)cn2)cc1. As a reaction SMILES: [BH4-:30].[CH3:20][O:21][c:22]1[c:23]([CH:24]=[O:25])[cH:26][cH:27][cH:28][cH:29]1.[CH3:32][OH:33].[NH2:1][CH2:2][CH2:3][c:4]1[cH:5][cH:6][c:7]([O:8][c:9]2[n:10][cH:11][c:12]([C:13](=[O:14])[NH2:15])[cH:16][cH:17]2)[cH:18][cH:19]1.[Na+:31]>>[NH:1]([CH2:2][CH2:3][c:4]1[cH:5][cH:6][c:7]([O:8][c:9]2[n:10][cH:11][c:12]([C:13](=[O:14])[NH2:15])[cH:16][cH:17]2)[cH:18][cH:19]1)[CH2:24][c:23]1[c:22]([O:21][CH3:20])[cH:29][cH:28][cH:27][cH:26]1. The reactants are C(=O)(O)CN1C(C(NC2=CC(=C(C=C12)Br)Br)=O)=O (1-carboxymethyl-6,7-dibromo-1,4-dihydroquinoxaline-2,3-dione), [N+](=O)([O-])[O-].[K+] (KNO3), ice water. The solvent is OS(=O)(=O)O (H2SO4). Conditions: temperature 28 celsius, time 8 hour. Product: C(=O)(O)CN1C(C(NC2=C(C(=C(C=C12)Br)Br)[N+](=O)[O-])=O)=O (1-carboxymethyl-6,7-dibromo-5-nitro-1,4-dihydro-2,3-quinoxalinedione). Yield: 47.5%. Reaction SMILES: [C:1]([CH2:4][N:5]1[C:14]2[C:9](=[CH:10][C:11]([Br:16])=[C:12]([Br:15])[CH:13]=2)[NH:8][C:7](=[O:17])[C:6]1=[O:18])([OH:3])=[O:2].[N+:19]([O-])([O-:21])=[O:20].[K+]>OS(O)(=O)=O>[C:1]([CH2:4][N:5]1[C:14]2[C:9](=[C:10]([N+:19]([O-:21])=[O:20])[C:11]([Br:16])=[C:12]([Br:15])[CH:13]=2)[NH:8][C:7](=[O:17])[C:6]1=[O:18])([OH:3])=[O:2] |f:1.2|. Reported procedure: To a stirred solution of 1-carboxymethyl-6,7-dibromo-1,4-dihydroquinoxaline-2,3-dione (100 mg, 0.264 mmol) in concentrated H2SO4 (1.5 mL) at 5°-10° C., KNO3 (28 mg, 0.28 mmol) was added in one portion. The resulting dark green solution was stirred at 5°-10° C. for 30 min and at 28° C. overnight. The yellow colored suspension thus obtained was poured into ice-water (15 g) and the resulting shining yellow solid was filtered and dried under vacuum to obtain 53 mg (47%, pure by 1H NMR) 1-carboxymeth... Starting materials: OCC=1C=C2C=CC=NC2=CC1 (6-Hydroxymethylquinoline). The reagents and catalysts are O.[Pt](=O)=O (platinum (IV) oxide monohydrate). Solvent: CO (methanol). Reaction conditions: time 2 hour. Yields the product OCC=1C=C2CCCNC2=CC1 (6-Hydroxymethyl-1,2,3,4-tetrahydroquinoline). The yield is 68.7%. Reaction SMILES: [OH:1][CH2:2][C:3]1[CH:4]=[C:5]2[C:10](=[CH:11][CH:12]=1)[N:9]=[CH:8][CH:7]=[CH:6]2>O.[Pt](=O)=O.CO>[OH:1][CH2:2][C:3]1[CH:4]=[C:5]2[C:10](=[CH:11][CH:12]=1)[NH:9][CH2:8][CH2:7][CH2:6]2 |f:1.2|. Procedure details: 6-Hydroxymethylquinoline (1 g, 6.28 mmoles) (prepared by the method of: C. E. Kaslow and W. R. Clark, J. Org. Chem., 1953, 18, 55-58.) and methanol (200 mL) were placed in a Parr bomb and platinum (IV) oxide monohydrate (0.5 g, 2.04 mmoles) was added. The mixture was hydrogenated at 50 psi at 25° C. for 2 h. The catalyst was filtered off and washed with methanol. The combined filtrates were evaporated to dryness and the product was chromatographed on silica gel using 1.5% (10% conc. NH4OH in met... Starting materials: C1CCOC1, CCCC[N+](CCCC)(CCCC)CCCC, CCOC(C)=O, [F-], CC(C)(C)[Si](C)(C)OC1CCCN(c2ccc(C(F)(F)F)cc2NC(=O)c2cc(C#Cc3cnc(N)nc3)ccc2F)C1. The product is Nc1ncc(C#Cc2ccc(F)c(C(=O)Nc3cc(C(F)(F)F)ccc3N3CCCC(O)C3)c2)cn1. Reaction SMILES: [CH2:62]1[O:63][CH2:64][CH2:65][CH2:66]1.[CH3:45][CH2:46][CH2:47][CH2:48][N+:49]([CH2:50][CH2:51][CH2:52][CH3:53])([CH2:54][CH2:55][CH2:56][CH3:57])[CH2:58][CH2:59][CH2:60][CH3:61].[CH3:67][CH2:68][O:69][C:70]([CH3:71])=[O:72].[F-:44].[NH2:1][c:2]1[n:3][cH:4][c:5]([C:8]#[C:9][c:10]2[cH:11][cH:12][c:13]([F:43])[c:14]([C:15](=[O:16])[NH:17][c:18]3[c:19]([N:28]4[CH2:29][CH:30]([O:34][Si:35]([C:36]([CH3:37])([CH3:38])[CH3:39])([CH3:40])[CH3:41])[CH2:31][CH2:32][CH2:33]4)[cH:20][cH:21][c:22]([C:24]([F:25])([F:26])[F:27])[cH:23]3)[cH:42]2)[cH:6][n:7]1>>[NH2:1][c:2]1[n:3][cH:4][c:5]([C:8]#[C:9][c:10]2[cH:11][cH:12][c:13]([F:43])[c:14]([C:15](=[O:16])[NH:17][c:18]3[c:19]([N:28]4[CH2:29][CH:30]([OH:34])[CH2:31][CH2:32][CH2:33]4)[cH:20][cH:21][c:22]([C:24]([F:25])([F:26])[F:27])[cH:23]3)[cH:42]2)[cH:6][n:7]1. Reactants: N(CC(=O)N[C@@H](C(C)C)C(=O)NCC(=O)N[C@@H]([C@@H](C)CC)C(=O)N1[C@H](C(=O)OCC2=CC=CC=C2)CCC1)C(=O)OC(C)(C)C (Boc-Gly-Val-Gly-Ile-Pro-OBzl), CCN=C=NCCCN(C)C (EDCI), C=1C=CC2=C(C1)N=NN2O (HOBt), Cl.O1CCOCC1 (HCl Dioxane), N(CC(=O)NCC(=O)O)C(=O)OC(C)(C)C (Boc-Gly-Gly-OH). The solvent is CN(C)C=O (DMF). Product: N(CC(=O)NCC(=O)N[C@@H](C(C)C)C(=O)N1[C@H](C(=O)OCC2=CC=CC=C2)CCC1)C(=O)OC(C)(C)C (Boc-Gly-Gly-Val-Pro-OBzl). As a reaction SMILES: N(C(OC(C)(C)C)=O)CC(N[C@H](C(N[CH2:13][C:14]([NH:16][C@H:17]([C:22]([N:24]1[CH2:38][CH2:37][CH2:36][C@H:25]1[C:26]([O:28][CH2:29][C:30]1[CH:35]=[CH:34][CH:33]=[CH:32][CH:31]=1)=[O:27])=[O:23])[C@H:18]([CH2:20]C)[CH3:19])=[O:15])=O)C(C)C)=O.Cl.O1CCOCC1.[NH:53]([C:62]([O:64][C:65]([CH3:68])([CH3:67])[CH3:66])=[O:63])[CH2:54][C:55]([NH:57]CC(O)=O)=[O:56].CCN=C=NCCCN(C)C.C1C=CC2N(O)N=NC=2C=1>CN(C=O)C>[NH:53]([C:62]([O:64][C:65]([CH3:68])([CH3:67])[CH3:66])=[O:63])[CH2:54][C:55]([NH:57][CH2:13][C:14]([NH:16][C@H:17]([C:22]([N:24]1[CH2:38][CH2:37][CH2:36][C@H:25]1[C:26]([O:28][CH2:29][C:30]1[CH:31]=[CH:32][CH:33]=[CH:34][CH:35]=1)=[O:27])=[O:23])[CH:18]([CH3:19])[CH3:20])=[O:15])=[O:56] |f:1.2|. Procedure: III (6.0 g, 0.0148 mole) was deblocked with HCl/Dioxane and solvent removed under reduced pressure. The residue was triturated with ether, filtered, washed with ether, then pet. ether and dried. A very hygroscopic material was obtained (4.2 g, 0.0123 mole) which was coupled in DMF with II (2.86 g, 0.0123 mole) in the presence of 10% excess of EDCI (2.60 g) and HOBt (2.07 g). The reaction was worked up as described for I to obtain IV as a white foam in a quantitative yield, no sharp m.p. 54°-62° ... Starting materials: ClC(C(C)(C)OC(=O)N1C2CN(CC1C(=C(C2)C2=CC=C(C=C2)OCCOC2=C(C=CC(=C2)F)Cl)C(=O)O)C(C)=O)(Cl)Cl (3-Acetyl-7-{4-[2-(2-chloro-5-fluorophenoxy)ethoxy]phenyl}-3,9-diazabicyclo-[3.3.1]non-6-ene-6,9-dicarboxylic acid 9-(2,2,2-trichloro-1,1-dimethylethyl) ester), C1(CC1)NCC1=C(C=CC(=C1)OC)F (cyclopropyl-(2-fluoro-5-methoxybenzyl)amine). Product: C(=O)O.C1(CC1)N(C(=O)C=1[C@H]2CN(C[C@@H](CC1C1=CC=C(C=C1)OCCOC1=C(C=CC(=C1)F)Cl)N2)C(C)=O)CC2=C(C=CC(=C2)OC)F ((rac.)-(1R*,5S*)-3-Acetyl-7-{4-[2-(2-chloro-5-fluorophenoxy)ethoxy]phenyl}-3,9-diazabicyclo[3.3.1]non-6-ene-6-carboxylic acid cyclopropyl-(2-fluoro-5-methoxybenzyl)amide formate salt). Reaction SMILES: ClC(Cl)(Cl)C([O:6][C:7]([N:9]1[CH:14]2[C:15]([C:36](O)=[O:37])=[C:16]([C:18]3[CH:23]=[CH:22][C:21]([O:24][CH2:25][CH2:26][O:27][C:28]4[CH:33]=[C:32]([F:34])[CH:31]=[CH:30][C:29]=4[Cl:35])=[CH:20][CH:19]=3)[CH2:17][CH:10]1[CH2:11][N:12]([C:39](=[O:41])[CH3:40])[CH2:13]2)=[O:8])(C)C.[CH:44]1([NH:47][CH2:48][C:49]2[CH:54]=[C:53]([O:55][CH3:56])[CH:52]=[CH:51][C:50]=2[F:57])[CH2:46][CH2:45]1>>[CH:7]([OH:8])=[O:6].[CH:44]1([N:47]([CH2:48][C:49]2[CH:54]=[C:53]([O:55][CH3:56])[CH:52]=[CH:51][C:50]=2[F:57])[C:36]([C:15]2[C@@H:14]3[NH:9][C@H:10]([CH2:17][C:16]=2[C:18]2[CH:23]=[CH:22][C:21]([O:24][CH2:25][CH2:26][O:27][C:28]4[CH:33]=[C:32]([F:34])[CH:31]=[CH:30][C:29]=4[Cl:35])=[CH:20][CH:19]=2)[CH2:11][N:12]([C:39](=[O:41])[CH3:40])[CH2:13]3)=[O:37])[CH2:45][CH2:46]1 |f:2.3|. Reported procedure: Synthesized according to typical procedures H and E from bicyclononene BN10 and cyclopropyl-(2-fluoro-5-methoxybenzyl)amine. LC-MS: Rt=0.88; ES+: 652.26.